Dataset: the Open Reaction Database (ORD), a public repository of structured organic reaction records. Task: describe an organic reaction: reactants, conditions, products, and yield Reactants: CN(C)C=O (DMF), C(C)(=O)O (acetic acid), ClC1=NC(=CC(=N1)C(=O)OC)C(=C)OCC (Methyl 2-chloro-6-(1-ethoxyvinyl)pyrimidine-4-carboxylate), [BH4-].[Na+] (sodium borohydride). The solvent is CO (MeOH), O (water). Product: ClC1=NC(=CC(=N1)CO)C(=C)OCC ((2-Chloro-6-(1-ethoxyvinyl)pyrimidin-4-yl)methanol). Isolated yield 58.2%. RXN SMILES: [Cl:1][C:2]1[N:7]=[C:6]([C:8](OC)=[O:9])[CH:5]=[C:4]([C:12]([O:14][CH2:15][CH3:16])=[CH2:13])[N:3]=1.CN(C=O)C.[BH4-].[Na+].C(O)(=O)C>CO.O>[Cl:1][C:2]1[N:7]=[C:6]([CH2:8][OH:9])[CH:5]=[C:4]([C:12]([O:14][CH2:15][CH3:16])=[CH2:13])[N:3]=1 |f:2.3|. Procedure: Methyl 2-chloro-6-(1-ethoxyvinyl)pyrimidine-4-carboxylate (3.5 g, 14.4 mmol) was dissolved in MeOH (35 mL), DMF (24.50 mL) and water (3.5 mL) by careful heating. The mixture was cooled on an ice-bath and sodium borohydride (1.47 g, 38.9 mmol) was added in small portions (about 50 mg every 5 min) keeping the temperature below 5° C. After 3.5 h acetic acid (3.96 mL, 69.23 mmol) was added. MeOH was evaporated and water was added. The mixture was extracted with diisopropyl ether (3×50 mL). The organ...